From a dataset of the Open Reaction Database (ORD), a public repository of structured organic reaction records. describe an organic reaction: reactants, conditions, products, and yield Reactants: Cc1c(CO)cc2ccc(F)cc2c1OCc1ccccc1, C1CCOC1, ClC(Cl)(Cl)Cl, c1ccc(P(c2ccccc2)c2ccccc2)cc1. The product is Cc1c(CCl)cc2ccc(F)cc2c1OCc1ccccc1. Reaction SMILES: [CH2:25]([c:26]1[cH:27][cH:28][cH:29][cH:30][cH:31]1)[O:32][c:33]1[c:34]([CH3:46])[c:35]([CH2:44][OH:45])[cH:36][c:37]2[cH:38][cH:39][c:40]([F:43])[cH:41][c:42]12.[CH2:47]1[O:48][CH2:49][CH2:50][CH2:51]1.[Cl:20][C:21]([Cl:22])([Cl:23])[Cl:24].[c:1]1([P:2]([c:3]2[cH:4][cH:5][cH:6][cH:7][cH:8]2)[c:9]2[cH:10][cH:11][cH:12][cH:13][cH:14]2)[cH:15][cH:16][cH:17][cH:18][cH:19]1>>[CH2:21]([Cl:24])[c:35]1[c:34]([CH3:46])[c:33]([O:32][CH2:25][c:26]2[cH:27][cH:28][cH:29][cH:30][cH:31]2)[c:42]2[c:37]([cH:36]1)[cH:38][cH:39][c:40]([F:43])[cH:41]2. Reactants: solids, CN(CCO)C (dimethylethanolamine), C(C(O)C)(=O)O (lactic acid), C(C)(C)O (isopropanol). The solvent is O (water). The product is C(C(O)C)(=O)OCCN(C)C (dimethylethanolamine lactate). Reaction SMILES: [CH3:1][N:2]([CH3:6])[CH2:3][CH2:4][OH:5].[C:7](O)(=[O:11])[CH:8]([CH3:10])[OH:9].C(O)(C)C>O>[C:7]([O:5][CH2:4][CH2:3][N:2]([CH3:6])[CH3:1])(=[O:11])[CH:8]([CH3:10])[OH:9]. Procedure details: A dimethylethanolamine lactate was prepared by mixing 13.3 parts of dimethylethanolamine and 18.0 parts of lactic acid (85 percent solution in water). The mixture was held at 40° C. to 60° C. for a short time and there was then added 7.2 parts of isopropanol. The final composition comprised 75 percent solids and contained 7.1 percent water. Starting materials: ClC=1N=CN(C1C(=O)NCC1=C(C(=C(C=C1)Cl)OC1=CC(=C(C=C1)F)C#N)F)COCC[Si](C)(C)C (4-chloro-N-({4-chloro-3-[(3-cyano-4-fluorophenyl)oxy]-2-fluorophenyl}methyl)-1-({[2-(trimethylsilyl)ethyl]oxy}methyl)-1H-imidazole-5-carboxamide), C(=O)(C(F)(F)F)O (TFA). Run in C(Cl)Cl (DCM). Run at time 2 hour. The product is ClC=1N=CNC1C(=O)NCC1=C(C(=C(C=C1)Cl)OC1=CC(=C(C=C1)F)C#N)F (4-chloro-N-({4-chloro-3-[(3-cyano-4-fluorophenyl)oxy]-2-fluorophenyl}methyl)-1H-imidazole-5-carboxamide). Yield: 55.6%. RXN SMILES: [Cl:1][C:2]1[N:3]=[CH:4][N:5](COCC[Si](C)(C)C)[C:6]=1[C:7]([NH:9][CH2:10][C:11]1[CH:16]=[CH:15][C:14]([Cl:17])=[C:13]([O:18][C:19]2[CH:24]=[CH:23][C:22]([F:25])=[C:21]([C:26]#[N:27])[CH:20]=2)[C:12]=1[F:28])=[O:8].C(O)(C(F)(F)F)=O>C(Cl)Cl>[Cl:1][C:2]1[N:3]=[CH:4][NH:5][C:6]=1[C:7]([NH:9][CH2:10][C:11]1[CH:16]=[CH:15][C:14]([Cl:17])=[C:13]([O:18][C:19]2[CH:24]=[CH:23][C:22]([F:25])=[C:21]([C:26]#[N:27])[CH:20]=2)[C:12]=1[F:28])=[O:8]. Procedure: To a solution of 4-chloro-N-({4-chloro-3-[(3-cyano-4-fluorophenyl)oxy]-2-fluorophenyl}methyl)-1-({[2-(trimethylsilyl)ethyl]oxy}methyl)-1H-imidazole-5-carboxamide (45 mg, 0.081 mmol) in DCM (4 ml) was added TFA (2.0 mL) and the reaction mixture was stirred at RT for 2 hours. The solvent was removed and the crude material was purified via reverse phase HPLC to give 4-chloro-N-({4-chloro-3-[(3-cyano-4-fluorophenyl)oxy]-2-fluorophenyl}methyl)-1H-imidazole-5-carboxamide (19 mg, 0.045 mmol, 55% yield)... The reactants are C[Si](C)(C)Oc2ccc1ccccc1c2 (substrate), [Li]c1ccccc1 (effective_coupling_partner). Reagents/catalysts: SIMes. Reaction conditions: temperature 25 celsius, time 12 hour. The product is c3ccc(c2ccc1ccccc1c2)cc3.